This data is from the Open Reaction Database (ORD), a public repository of structured organic reaction records. The task is: describe an organic reaction: reactants, conditions, products, and yield Starting materials: CCOC(=O)CBr, CCCCCC, CCOC(C)=O, [K+], [K+], O=C([O-])[O-], C1CCOC1, O=C1COc2ccc(O)cc21. Yields the product CCOC(=O)COc1ccc2c(c1)C(=O)CO2. As a reaction SMILES: [CH2:18]([CH3:19])[O:20][C:21]([CH2:22][Br:23])=[O:24].[CH3:25][CH2:26][CH2:27][CH2:28][CH2:29][CH3:30].[CH3:36][CH2:37][O:38][C:39](=[O:40])[CH3:41].[K+:12].[K+:13].[O-:14][C:15]([O-:16])=[O:17].[O:31]1[CH2:32][CH2:33][CH2:34][CH2:35]1.[OH:1][c:2]1[cH:3][c:4]2[c:5]([cH:10][cH:11]1)[O:6][CH2:7][C:8]2=[O:9]>>[O:1]([c:2]1[cH:3][c:4]2[c:5]([cH:10][cH:11]1)[O:6][CH2:7][C:8]2=[O:9])[CH2:22][C:21]([O:20][CH2:18][CH3:19])=[O:24]. The reactants are S1C(=CC=C1)C=CC1CCCCC(N1)=O (hexahydro-7-[2-(2-thienyl)ethenyl]-2H-azepin-2-one), F[B-](F)(F)F.C[O+](C)C (trimethyloxonium tetrafluoroborate). Run in C(Cl)Cl (CH2Cl2). The product is COC=1CCCCC(N1)CCC=1SC=CC1 (3,4,5,6-tetrahydro-7-methoxy-2-[2-(2-thienyl)ethyl]-2H-azepine). RXN SMILES: [S:1]1[CH:5]=[CH:4][CH:3]=[C:2]1[CH:6]=[CH:7][CH:8]1[NH:14][C:13](=[O:15])[CH2:12][CH2:11][CH2:10][CH2:9]1.F[B-](F)(F)F.[CH3:21][O+](C)C>C(Cl)Cl>[CH3:21][O:15][C:13]1[CH2:12][CH2:11][CH2:10][CH2:9][CH:8]([CH2:7][CH2:6][C:2]2[S:1][CH:5]=[CH:4][CH:3]=2)[N:14]=1 |f:1.2|. Procedure: The product of Example 173 is reacted with trimethyloxonium tetrafluoroborate in CH2Cl2 by the method of Example 3 to produce the title material. Reactants: CCOC(=O)c1cn(CC)c2c(F)c(C3CC3CO)c(F)cc2c1=O, Cl, C1CCOC1. Product: CCn1cc(C(=O)O)c(=O)c2cc(F)c(C3CC3CO)c(F)c21. RXN SMILES: [CH2:2]([CH3:3])[n:4]1[cH:5][c:6]([C:22](=[O:23])[O:24][CH2:25][CH3:26])[c:7](=[O:21])[c:8]2[cH:9][c:10]([F:20])[c:11]([CH:15]3[CH:16]([CH2:18][OH:19])[CH2:17]3)[c:12]([F:14])[c:13]12.[ClH:1].[O:27]1[CH2:28][CH2:29][CH2:30][CH2:31]1>>[CH2:2]([CH3:3])[n:4]1[cH:5][c:6]([C:22](=[O:23])[OH:24])[c:7](=[O:21])[c:8]2[cH:9][c:10]([F:20])[c:11]([CH:15]3[CH:16]([CH2:18][OH:19])[CH2:17]3)[c:12]([F:14])[c:13]12.